From a dataset of the Open Reaction Database (ORD), a public repository of structured organic reaction records. describe an organic reaction: reactants, conditions, products, and yield Reactants: Example 1 ( g ), ClCC1=C(C2=CC=CC=C2C=C1)OCCOC (2-chloromethyl-1-(2-methoxy-ethoxy)-naphthalene), Example 122 ( h ), C(C=C)OC1=CC=C(C=C1)C1C(CN(CC1)C(=O)OC(C)(C)C)O (tert-butyl (3RS,4RS)-4-(4-allyloxy-phenyl)-3-hydroxy-piperidine-1-carboxylate), Example 86 ( b ). Yields the product C(C=C)OC1=CC=C(C=C1)C1C(CN(CC1)C(=O)OC(C)(C)C)OCC1=C(C2=CC=CC=C2C=C1)OCCOC (tert-butyl (3RS,4RS)-4-(4-allyloxy-phenyl)-3-[1-(2-methoxy-ethoxy)-naphthalen-2-ylmethoxy]-piperidine-1-carboxylate). Reaction SMILES: [CH2:1]([O:4][C:5]1[CH:10]=[CH:9][C:8]([CH:11]2[CH2:16][CH2:15][N:14]([C:17]([O:19][C:20]([CH3:23])([CH3:22])[CH3:21])=[O:18])[CH2:13][CH:12]2[OH:24])=[CH:7][CH:6]=1)[CH:2]=[CH2:3].Cl[CH2:26][C:27]1[CH:36]=[CH:35][C:34]2[C:29](=[CH:30][CH:31]=[CH:32][CH:33]=2)[C:28]=1[O:37][CH2:38][CH2:39][O:40][CH3:41]>>[CH2:1]([O:4][C:5]1[CH:6]=[CH:7][C:8]([CH:11]2[CH2:16][CH2:15][N:14]([C:17]([O:19][C:20]([CH3:23])([CH3:22])[CH3:21])=[O:18])[CH2:13][CH:12]2[O:24][CH2:26][C:27]2[CH:36]=[CH:35][C:34]3[C:29](=[CH:30][CH:31]=[CH:32][CH:33]=3)[C:28]=2[O:37][CH2:38][CH2:39][O:40][CH3:41])=[CH:9][CH:10]=1)[CH:2]=[CH2:3]. Procedure: In an analogous manner to that described in Example 1 (g), by alkylating tert-butyl (3RS,4RS)-4-(4-allyloxy-phenyl)-3-hydroxy-piperidine-1-carboxylate [Example 86 (b)] with 2-chloromethyl-1-(2-methoxy-ethoxy)-naphthalene [Example 122 (h)] there was obtained tert-butyl (3RS,4RS)-4-(4-allyloxy-phenyl)-3-[1-(2-methoxy-ethoxy)-naphthalen-2-ylmethoxy]-piperidine-1-carboxylate, from which by cleavage of the allyl group by means of bis-(triphenylphosphine)-palladium(II) diacetate analogously to Example... Reactants: CO, Cl, OC1(c2ccccc2Cc2ccccc2)CCC2(CC1)OCCO2. Reaction SMILES: [CH3:26][OH:27].[ClH:25].[c:1]1([CH2:7][c:8]2[c:9]([C:14]3([OH:24])[CH2:15][CH2:16][C:17]4([O:18][CH2:21][CH2:20][O:19]4)[CH2:22][CH2:23]3)[cH:10][cH:11][cH:12][cH:13]2)[cH:2][cH:3][cH:4][cH:5][cH:6]1>>[c:1]1([CH2:7][c:8]2[c:9]([C:14]3([OH:24])[CH2:15][CH2:16][C:17](=[O:18])[CH2:22][CH2:23]3)[cH:10][cH:11][cH:12][cH:13]2)[cH:2][cH:3][cH:4][cH:5][cH:6]1. The product is O=C1CCC(O)(c2ccccc2Cc2ccccc2)CC1. Reactants: [OH-].[Na+] (sodium hydroxide), ice water, Cl (hydrochloric acid), CC1(C(C2=CC(=C(C(=C2C1=O)Cl)Cl)O)=O)C=1SC=CC1 (2-methyl-2-(2-thienyl)-4,5-dichloro-6-hydroxyindan-1,3-dione), C([O-])([O-])=O.[K+].[K+] (potassium carbonate), BrCC(=O)OCC (ethyl bromoacetate). Run in O (water), CN(C=O)C (dimethylformamide). Conditions: temperature 100 celsius. Product: O=C1C(C(C2=C(C(=C(C=C12)OCC(=O)O)Cl)Cl)=O)(C=1SC=CC1)C ([1,3-Dioxo-2-methyl-2-(2-thienyl)-4,5-dichloro-6-indanyloxy]acetic acid). As a reaction SMILES: [CH3:1][C:2]1([C:16]2[S:17][CH:18]=[CH:19][CH:20]=2)[C:10](=[O:11])[C:9]2[C:4](=[CH:5][C:6]([OH:14])=[C:7]([Cl:13])[C:8]=2[Cl:12])[C:3]1=[O:15].C(=O)([O-])[O-].[K+].[K+].Br[CH2:28][C:29]([O:31]CC)=[O:30].[OH-].[Na+].Cl>CN(C)C=O.O>[O:15]=[C:3]1[C:4]2[C:9](=[C:8]([Cl:12])[C:7]([Cl:13])=[C:6]([O:14][CH2:28][C:29]([OH:31])=[O:30])[CH:5]=2)[C:10](=[O:11])[C:2]1([CH3:1])[C:16]1[S:17][CH:18]=[CH:19][CH:20]=1 |f:1.2.3,5.6|. Procedure: A stirred mixture of 2-methyl-2-(2-thienyl)-4,5-dichloro-6-hydroxyindan-1,3-dione (3.26 g., 0.01 mole), potassium carbonate (2.77 g., 0.02 mole) and ethyl bromoacetate (3.34 g., 0.02 mole) in dimethylformamide (40 ml.) is warmed at 55°-60°C. for 2 hrs., then treated with water (40 ml.) and 10N sodium hydroxide solution (4 ml., 0.04 mole) and heated at 100°C. for 1 hr. The reaction mixture is added slowly to crushed ice-water (700 ml.)-12N hydrochloric acid (10 ml.) to precipitate [1,3-dioxo-2-me... The reactants are CN(C=O)C (N,N-dimethylformamide), solution, C(CCC)[Li] (n-butyllithium), BrC1=CC(=CC(=C1)Br)Br (1,3,5-tribromobenzene), Cl (hydrochloric acid). Solvent: C(C)OCC (ethyl ether), CCCCCC (hexane), C(C)OCC (ethyl ether). Conditions: temperature -80 celsius, time 1 hour. The product is BrC=1C=C(C=O)C=C(C1)Br (3,5-Dibromobenzaldehyde). RXN SMILES: C([Li])CCC.Br[C:7]1[CH:12]=[C:11]([Br:13])[CH:10]=[C:9]([Br:14])[CH:8]=1.CN(C)[CH:17]=[O:18].Cl>CCCCCC.C(OCC)C>[Br:14][C:9]1[CH:8]=[C:7]([CH:12]=[C:11]([Br:13])[CH:10]=1)[CH:17]=[O:18]. Reported procedure: 0.222 mol of a solution of n-butyllithium in hexane is added dropwise at −80° C. to 0.222 mol of 1,3,5-tribromobenzene in 1.8 liters of ethyl ether. The reaction mixture is stirred at −80° C. for one hour. A solution of 0.222 mol of N,N-dimethylformamide in 50 ml of ethyl ether is slowly added. The temperature is maintained at −80° C. for one hour, before being brought to ambient temperature. Stirring is carried out for one night. 450 ml of 1N hydrochloric acid are added. The reaction mixture is... The reactants are COC1=CC=C(CN2CC3(C(C(C2=O)C(=O)OC)=O)CCN(CC3)C(=O)OC(C)(C)C)C=C1 (9-tert-butyl 4-methyl 2-(4-methoxybenzyl)-3,5-dioxo-2,9-diazaspiro[5.5]undecane-4,9-dicarboxylate), O (water). Run in C(C)#N (acetonitrile). Product: COC1=CC=C(CN2CC3(C(CC2=O)=O)CCN(CC3)C(=O)OC(C)(C)C)C=C1 (tert-butyl 2-(4-methoxybenzyl)-3,5-dioxo-2,9-diazaspiro[5.5]undecane-9-carboxylate). RXN SMILES: [CH3:1][O:2][C:3]1[CH:33]=[CH:32][C:6]([CH2:7][N:8]2[C:13](=[O:14])[CH:12](C(OC)=O)[C:11](=[O:19])[C:10]3([CH2:24][CH2:23][N:22]([C:25]([O:27][C:28]([CH3:31])([CH3:30])[CH3:29])=[O:26])[CH2:21][CH2:20]3)[CH2:9]2)=[CH:5][CH:4]=1.O>C(#N)C>[CH3:1][O:2][C:3]1[CH:4]=[CH:5][C:6]([CH2:7][N:8]2[C:13](=[O:14])[CH2:12][C:11](=[O:19])[C:10]3([CH2:24][CH2:23][N:22]([C:25]([O:27][C:28]([CH3:29])([CH3:31])[CH3:30])=[O:26])[CH2:21][CH2:20]3)[CH2:9]2)=[CH:32][CH:33]=1. Procedure: Crude product A3 was dissolved in acetonitrile (50 mL) and water (50 mL) and stirred for 4 h at 80° C. The acetonitrile was evaporated off and the solids were filtered off, washed with water and taken up in DCM. The organic phase was dried over Na2SO4 and concentrated in vacuo. The product A4 (1.57 g) was obtained as a white solid. Overall yields (A2 to A4) are 70%. 1H NMR (400 MHz, CDCl3, 300K): δ=1.23 (2H, m), 1.41 (9H, s), 1.76 (2H, m), 3.13 (2H, m), 3.26 (2H, s), 3.37 (2H, m), 3.39 (2H, s), ... Solvent: C1CCOC1 (THF). As a reaction SMILES: CON(C)C(C1C(NS(C2C=CC(Cl)=C(C(F)(F)F)C=2)(=O)=O)=CC=CN=1)=O.C(=O)([O-])[O-].[K+].[K+].COCCl.[CH3:38][O:39][N:40]([CH3:68])[C:41]([C:43]1[C:48]([N:49]([CH2:64][O:65][CH3:66])[S:50]([C:53]2[CH:58]=[CH:57][C:56]([Cl:59])=[C:55]([C:60]([F:63])([F:62])[F:61])[CH:54]=2)(=[O:52])=[O:51])=[CH:47][C:46](Cl)=[CH:45][N:44]=1)=[O:42]>C1COCC1>[CH3:38][O:39][N:40]([CH3:68])[C:41]([C:43]1[C:48]([N:49]([S:50]([C:53]2[CH:58]=[CH:57][C:56]([Cl:59])=[C:55]([C:60]([F:63])([F:62])[F:61])[CH:54]=2)(=[O:51])=[O:52])[CH2:64][O:65][CH3:66])=[CH:47][CH:46]=[CH:45][N:44]=1)=[O:42] |f:1.2.3|. Reported procedure: Prepared from 1.05 g (2.48 mmol) of 3-(4-chloro-3-trifluoromethyl-benzenesulfonylamino)-pyridine-2-carboxylic acid methoxy-methyl-amide, 1.71 g of potassium carbonate and 566 μL of methoxymethyl chloride in 7 mL THF using procedure used in the preparation of Intermediate 12. Yield: 420 mg of a white solid. LC-MSD, m/z for C17H17ClF3N3O5S [M+Na]+=490.0, 491.9; HPLC retention time: 2.5 minutes. Yields the product CON(C(=O)C1=NC=CC=C1N(COC)S(=O)(=O)C1=CC(=C(C=C1)Cl)C(F)(F)F)C (3-[(4-Chloro-3-trifluoromethyl-benzenesulfonyl)-methoxymethyl-amino]-pyridine-2-carboxylic acid methoxy-methyl-amide). Starting materials: CON(C(=O)C1=NC=C(C=C1N(S(=O)(=O)C1=CC(=C(C=C1)Cl)C(F)(F)F)COC)Cl)C (5-Chloro-3-[methoxymethyl-(4-chloro-3-trifluoromethyl-benzenesulfonyl)-amino]-pyridine-2-carboxylic acid methoxy-methyl-amide), CON(C(=O)C1=NC=CC=C1NS(=O)(=O)C1=CC(=C(C=C1)Cl)C(F)(F)F)C (3-(4-chloro-3-trifluoromethyl-benzenesulfonylamino)-pyridine-2-carboxylic acid methoxy-methyl-amide), C([O-])([O-])=O.[K+].[K+] (potassium carbonate), COCCl (methoxymethyl chloride), white solid. The reactants are COC(=O)c1ccc(NC(=O)c2cc(OCc3ccccc3C)cc(OC(C)=O)c2)nc1, O=C([O-])O, C1CCOC1, C[O-], CCOC(C)=O, CC(=O)O, Cl, [Na+], [Na+], O. The product is COC(=O)c1ccc(NC(=O)c2cc(O)cc(OCc3ccccc3C)c2)nc1. Reaction SMILES: [C:1](=[O:2])([CH3:3])[O:4][c:5]1[cH:6][c:7]([C:8](=[O:9])[NH:10][c:11]2[cH:12][cH:13][c:14]([C:17](=[O:18])[O:19][CH3:20])[cH:15][n:16]2)[cH:21][c:22]([O:24][CH2:25][c:26]2[c:27]([CH3:32])[cH:28][cH:29][cH:30][cH:31]2)[cH:23]1.[C:37](=[O:38])([OH:39])[O-:40].[CH2:42]1[O:43][CH2:44][CH2:45][CH2:46]1.[CH3:33][O-:34].[CH3:48][CH2:49][O:50][C:51](=[O:52])[CH3:53].[CH3:54][C:55](=[O:56])[OH:57].[ClH:36].[Na+:35].[Na+:41].[OH2:47]>>[OH:4][c:5]1[cH:6][c:7]([C:8](=[O:9])[NH:10][c:11]2[cH:12][cH:13][c:14]([C:17](=[O:18])[O:19][CH3:20])[cH:15][n:16]2)[cH:21][c:22]([O:24][CH2:25][c:26]2[c:27]([CH3:32])[cH:28][cH:29][cH:30][cH:31]2)[cH:23]1. The reactants are C(C)(=O)N1CC2=CC(=CC=C2CC1)S (N-acetyl-7-mercapto-1,2,3,4-tetrahydroisoquinoline), C[O-].[Na+] (Sodium methoxide), IC (iodomethane). Solvent: CO (methanol). Conditions: temperature 25 celsius. Yields the product C(C)(=O)N1CC2=CC(=CC=C2CC1)SC (N-acetyl-7-methylthio-1,2,3,4-tetrahydroisoquinoline). Reaction SMILES: [C:1]([N:4]1[CH2:13][CH2:12][C:11]2[C:6](=[CH:7][C:8]([SH:14])=[CH:9][CH:10]=2)[CH2:5]1)(=[O:3])[CH3:2].[CH3:15][O-].[Na+].IC>CO>[C:1]([N:4]1[CH2:13][CH2:12][C:11]2[C:6](=[CH:7][C:8]([S:14][CH3:15])=[CH:9][CH:10]=2)[CH2:5]1)(=[O:3])[CH3:2] |f:1.2|. Procedure: A suspension of N-acetyl-7-mercapto-1,2,3,4-tetrahydroisoquinoline (1.0 gm., 0.0048 m.) in 20 ml. of methanol was stirred in a nitrogen atmosphere. Sodium methoxide (0.3 gm., 0.0055 m.) and 5 ml. of iodomethane were added to the suspension. The mixture was stirred at 25° C. for thirty minutes, evaporated and partitioned between chloroform and water. The chloroform layer was washed, dried over sodium sulfate and evaporated. The residue was chromatographed on silica gel, eluted with ethyl acetate ... Reactants: CC(=O)O, CC(C)O, [Na], O, O=C(O)c1ccc2c(c1)C(=O)CC(c1ccccc1)=N2. Product: CC(C)OC(=O)c1ccc2c(c1)C(=O)CC(c1ccccc1)=N2. Reaction SMILES: [CH3:23][C:24](=[O:25])[OH:26].[CH:27]([CH3:28])([CH3:29])[OH:30].[Na:1].[OH2:22].[c:2]1([C:8]2=[N:9][c:10]3[cH:11][cH:12][c:13]([C:19](=[O:20])[OH:21])[cH:14][c:15]3[C:16](=[O:18])[CH2:17]2)[cH:3][cH:4][cH:5][cH:6][cH:7]1>>[c:2]1([C:8]2=[N:9][c:10]3[cH:11][cH:12][c:13]([C:19](=[O:20])[O:21][CH:27]([CH3:28])[CH3:29])[cH:14][c:15]3[C:16](=[O:18])[CH2:17]2)[cH:3][cH:4][cH:5][cH:6][cH:7]1.